This data is from the Open Reaction Database (ORD), a public repository of structured organic reaction records. The task is: describe an organic reaction: reactants, conditions, products, and yield The reagents and catalysts are C=1C=CC(=CC1)/C=C/C(=O)/C=C/C2=CC=CC=C2.C=1C=CC(=CC1)/C=C/C(=O)/C=C/C2=CC=CC=C2.C=1C=CC(=CC1)/C=C/C(=O)/C=C/C2=CC=CC=C2.[Pd].[Pd] (tris(dibenzylideneacetone)dipalladium), C1(=CC=CC=C1)P(C1=C(C2=CC=CC=C2C=C1)C1=C(C=CC2=CC=CC=C12)P(C1=CC=CC=C1)C1=CC=CC=C1)C1=CC=CC=C1 (rac-2,2′-bis(diphenylphosphino)-1,1′-binapthyl). The product is C1=C(C=CC2=CC=CC=C12)NC=1C=CC=C2CCCNC12 (N-2-naphthyl-1,2,3,4-tetrahydroquinolin-8-amine). Isolated yield 52.0%. As a reaction SMILES: [NH2:1][C:2]1[CH:3]=[CH:4][CH:5]=[C:6]2[C:11]=1[N:10]=[CH:9][CH:8]=[CH:7]2.Br[C:13]1[CH:22]=[CH:21][C:20]2[C:15](=[CH:16][CH:17]=[CH:18][CH:19]=2)[CH:14]=1.CC(C)([O-])C.[Na+]>C1C=CC(/C=C/C(/C=C/C2C=CC=CC=2)=O)=CC=1.C1C=CC(/C=C/C(/C=C/C2C=CC=CC=2)=O)=CC=1.C1C=CC(/C=C/C(/C=C/C2C=CC=CC=2)=O)=CC=1.[Pd].[Pd].C1(P(C2C=CC=CC=2)C2C=CC3C(=CC=CC=3)C=2C2C3C(=CC=CC=3)C=CC=2P(C2C=CC=CC=2)C2C=CC=CC=2)C=CC=CC=1.C1(C)C=CC=CC=1>[CH:19]1[C:20]2[C:15](=[CH:14][CH:13]=[CH:22][CH:21]=2)[CH:16]=[CH:17][C:18]=1[NH:1][C:2]1[CH:3]=[CH:4][CH:5]=[C:6]2[C:11]=1[NH:10][CH2:9][CH2:8][CH2:7]2 |f:2.3,4.5.6.7.8|. Starting materials: NC=1C=CC=C2C=CC=NC12 (8-aminoquinoline), BrC1=CC2=CC=CC=C2C=C1 (2-bromonapthalene), CC(C)([O-])C.[Na+] (sodium tert-butoxide). The solvent is C1(=CC=CC=C1)C (toluene). Procedure details: To a flask equipped with a magnetic stirrer, reflux condensor, and nitrogen inlet was added 8-aminoquinoline (6.81 grams, 47.2 mmoles), 2-bromonapthalene (9.58 grams, 46.3 mmoles), tris(dibenzylideneacetone)dipalladium (0) (0.84 grams, 0.92 mmoles), rac-2,2′-bis(diphenylphosphino)-1,1′-binapthyl (0.6 grams, 0.92 mmoles), sodium tert-butoxide (8.86 grams, 92.2 mmoles) and anhydrous toluene (90 mL). The contents of the flask were refluxed for sixteen hours; cooled to room temperature; and filtered... The reactants are C(C)OC(C)SCC(=O)O (S-(1-ethoxyethyl)mercaptoacetic acid), C1(CCCCC1)N=C=NC1CCCCC1 (1,3-dicyclohexylcarbodiimide), C1CCOC1 (THF), succinimidyl ester, ON1C(CCC1=O)=O (N-hydroxysuccinimide), C1CCOC1 (THF). Reaction conditions: time 2 hour. The product is C1(CCC(N1OC(CSCCOCC)=O)=O)=O (S-1-ethoxyethylmercaptoacetic acid succinimidyl ester). Reaction SMILES: C(O[CH:4]([S:6][CH2:7][C:8]([OH:10])=[O:9])[CH3:5])C.O[N:12]1[C:16](=[O:17])[CH2:15][CH2:14][C:13]1=[O:18].C1(N=C=NC2CCCCC2)CCCCC1.C1C[O:37][CH2:36][CH2:35]1>>[C:16]1(=[O:17])[N:12]([O:10][C:8](=[O:9])[CH2:7][S:6][CH2:4][CH2:5][O:37][CH2:36][CH3:35])[C:13](=[O:18])[CH2:14][CH2:15]1. Procedure details: The S-(1-ethoxyethyl)mercaptoacetic acid (5.76 g, 35.1 mmol) is combined with N-hydroxysuccinimide (4.85 g, 42.1 mmol) in 100 mL of anhydrous THF. To this is added a solution of 1,3-dicyclohexylcarbodiimide (8.70 g, 42.1 mmol) in 65 mL of anhydrous THF. The mixture is stirred at room temperature for 2 hours, or until TLC analysis indicates complete formation of the succinimidyl ester. The mixture is then filtered, and the filtrate is concentrated in vacuo to a viscous residue. The residue is dis... As a reaction SMILES: [CH3:30][CH2:31][O:32][C:33](=[O:34])[CH3:35].[Cl:1][c:2]1[c:3]([CH:7]2[CH2:8][C:9](=[O:18])[c:10]3[c:11]([CH3:17])[cH:12][cH:13][n:14][c:15]3[CH2:16]2)[s:4][cH:5][cH:6]1.[S:25]([Cl:26])(=[O:27])([Cl:28])=[O:29].[cH:19]1[cH:20][cH:21][n:22][cH:23][cH:24]1>>[Cl:1][c:2]1[c:3]([CH:7]2[CH2:8][C:9](=[O:18])[c:10]3[c:11]([CH3:17])[cH:12][cH:13][n:14][c:15]3[CH2:16]2)[s:4][c:5]([Cl:28])[cH:6]1. The product is Cc1ccnc2c1C(=O)CC(c1sc(Cl)cc1Cl)C2. Reactants: CCOC(C)=O, Cc1ccnc2c1C(=O)CC(c1sccc1Cl)C2, O=S(=O)(Cl)Cl, c1ccncc1. Reaction SMILES: [CH3:1][O:2][C:3]1[CH:4]=[CH:5][CH:6]=[C:7]([NH2:11])[C:8]=1[C:9]#[N:10].CCO[CH2:15][CH3:16]>[N+](C1C=CC=CC=1)([O-])=O.C1(=O)CCCCC1>[CH3:1][O:2][C:3]1[CH:4]=[CH:5][CH:6]=[C:7]2[C:8]=1[C:9]([NH2:10])=[C:15]1[C:16]([CH2:4][CH2:3][CH2:8][CH2:7]1)=[N:11]2. Solvent: C1(CCCCC1)=O (cyclohexanone), [N+](=O)([O-])C1=CC=CC=C1 (nitrobenzene). Reaction conditions: temperature 125 celsius. The reactants are fused zinc chloride, COC=1C=CC=C(C1C#N)N (6-Methoxyanthranilonitrile), CCOCC (ether). Procedure details: 6-Methoxyanthranilonitrile (14.0 g) was dissolved in nitrobenzene (150 ml) and cyclohexanone (18.45 g), and freshly fused zinc chloride (25.6 g) was added. The reaction mixture was warmed at 125° C. for 1.5 hr, cooled to room temperature, and poured into ether (1 l). The solid was collected, washed with ether, and distributed between 2-butanone and ammonium hydroxide. The organic phase was washed with brine, dried, filtered, and evaporated. The residue was recrystallized two times from ethyl ace... Yields the product COC=1C=CC=C2N=C3CCCCC3=C(C12)N (8-Methoxy-1,2,3,4-tetrahydro-9-acridinamine). Reactants: COC1=CC=C(C=C1)C1=CC=C(C=N1)C(C)(C)NC(C)=O (N-{1-[6-(4-methoxyphenyl)pyridin-3-yl]-1-methylethyl}acetamide), [OH-].[Na+] (NaOH), C1(=CC=CC=C1)S(=O)(=O)O (Benzenesulfonic acid), COC1=CC=C(C=C1)C1=CC=C(C=N1)C(C)(C)NC(C)=O (N-{1-[6-(4-methoxyphenyl)pyridin-3-yl]-1-methylethyl}acetamide), Cl (HCl). Run in O (H2O). Run at temperature 100 celsius, time 10 minute. The product is C1(=CC=CC=C1)S(=O)(=O)O.COC1=CC=C(C=C1)C1=CC=C(C=N1)C(C)(C)N (2-[6-(4-Methoxyphenyl)pyridin-3-yl]propan-2-amine benzenesulfonate). As a reaction SMILES: [CH3:1][O:2][C:3]1[CH:8]=[CH:7][C:6]([C:9]2[N:14]=[CH:13][C:12]([C:15]([NH:18]C(=O)C)([CH3:17])[CH3:16])=[CH:11][CH:10]=2)=[CH:5][CH:4]=1.Cl.[OH-].[Na+].[C:25]1([S:31]([OH:34])(=[O:33])=[O:32])[CH:30]=[CH:29][CH:28]=[CH:27][CH:26]=1>O>[C:25]1([S:31]([OH:34])(=[O:33])=[O:32])[CH:30]=[CH:29][CH:28]=[CH:27][CH:26]=1.[CH3:1][O:2][C:3]1[CH:4]=[CH:5][C:6]([C:9]2[N:14]=[CH:13][C:12]([C:15]([NH2:18])([CH3:16])[CH3:17])=[CH:11][CH:10]=2)=[CH:7][CH:8]=1 |f:2.3,6.7|. Procedure details: The product of Step C, 1-C, (23.34 g, 82 mmol) was suspended in H2O (66 mL) and cone. HCl (58.1 mL, 708 mmol). The reaction mixture was heated at 100° C. for 24 h. The reaction mixture was cooled to rt and partitioned with MTBE. The organic layer was discarded. The aqueous layer was treated with aq. 5.0 M NaOH (160 mL, 800 mmol) and extracted with EtOAc (2×˜700 mL). The combined organic layers were dried (MgSO4), filtered and concentrated under reduced pressure to about ¼ of the original volume.... Reactants: CNC, COC1CN(Cc2ccccc2)CCC1=O, CO, [H][H], c1ccsc1. Yields the product COC1CN(Cc2ccccc2)CCC1N(C)C. Reaction SMILES: [CH3:17][NH:18][CH3:19].[CH3:1][O:2][CH:3]1[CH2:4][N:5]([CH2:10][c:11]2[cH:12][cH:13][cH:14][cH:15][cH:16]2)[CH2:6][CH2:7][C:8]1=[O:9].[CH3:27][OH:28].[H:25][H:26].[cH:20]1[cH:21][s:22][cH:23][cH:24]1>>[CH3:1][O:2][CH:3]1[CH2:4][N:5]([CH2:10][c:11]2[cH:12][cH:13][cH:14][cH:15][cH:16]2)[CH2:6][CH2:7][CH:8]1[N:18]([CH3:17])[CH3:19].